This data is from the Open Reaction Database (ORD), a public repository of structured organic reaction records. The task is: describe an organic reaction: reactants, conditions, products, and yield Reactants: B, CC(=O)c1ccc(Br)cc1Cl, CCOC(C)=O, CSC, C1CCOC1, O. Yields the product CC(O)c1ccc(Br)cc1Cl. As a reaction SMILES: [BH3:4].[Br:5][c:6]1[cH:7][c:8]([Cl:15])[c:9]([C:12]([CH3:13])=[O:14])[cH:10][cH:11]1.[CH3:17][CH2:18][O:19][C:20](=[O:21])[CH3:22].[CH3:1][S:2][CH3:3].[O:23]1[CH2:24][CH2:25][CH2:26][CH2:27]1.[OH2:16]>>[Br:5][c:6]1[cH:7][c:8]([Cl:15])[c:9]([CH:12]([CH3:13])[OH:14])[cH:10][cH:11]1. Starting materials: 1,1-carbonyldiimidazole, C1(CCCC1)C(=O)O (cyclopentanecarboxylic acid), FC1=CC=C(C=C1)N1N=CC2=CC(=CC=C12)O[C@@H]([C@H](C)N)C1=CC(=CC=C1)OC ((1R,2S)-1-{[1-(4-fluorophenyl)-1H-indazol-5-yl]oxy}-1-(3-methoxyphenyl)propan-2-amine). The solvent is ClCCl (dichloromethane), ClCCl (dichloromethane). Run at time 1 hour. Yields the product FC1=CC=C(C=C1)N1N=CC2=CC(=CC=C12)O[C@@H]([C@H](C)NC(=O)C1CCCC1)C1=CC(=CC=C1)OC (N-[(1R,2S)-1-[1-(4-fluorophenyl)indazol-5-yl]oxy-1-(3-methoxyphenyl)propan-2-yl]cyclopentanecarboxamide). Reaction SMILES: [CH:1]1([C:6]([OH:8])=O)[CH2:5][CH2:4][CH2:3][CH2:2]1.[F:9][C:10]1[CH:15]=[CH:14][C:13]([N:16]2[C:24]3[C:19](=[CH:20][C:21]([O:25][C@H:26]([C:30]4[CH:35]=[CH:34][CH:33]=[C:32]([O:36][CH3:37])[CH:31]=4)[C@@H:27]([NH2:29])[CH3:28])=[CH:22][CH:23]=3)[CH:18]=[N:17]2)=[CH:12][CH:11]=1>ClCCl>[F:9][C:10]1[CH:11]=[CH:12][C:13]([N:16]2[C:24]3[C:19](=[CH:20][C:21]([O:25][C@H:26]([C:30]4[CH:35]=[CH:34][CH:33]=[C:32]([O:36][CH3:37])[CH:31]=4)[C@@H:27]([NH:29][C:6]([CH:1]4[CH2:2][CH2:3][CH2:4][CH2:5]4)=[O:8])[CH3:28])=[CH:22][CH:23]=3)[CH:18]=[N:17]2)=[CH:14][CH:15]=1. Reported procedure: To a stirred solution of 1,1-carbonyldiimidazole (12 mg, 70 μmol) in dichloromethane (1 ml) was added cyclopentanecarboxylic acid (11 μl, 100 μmol) to give a colorless solution. The reaction mixture was stirred for 1 h at r.t. Then a solution of (1R,2S)-1-{[1-(4-fluorophenyl)-1H-indazol-5-yl]oxy}-1-(3-methoxyphenyl)propan-2-amine (6a, 19 mg, 50 μmol) in dichloromethane (0.5 ml) was added, and the stirring was continued at r.t. overnight. The solvent was removed in vacuo, the residue dissolved in... As a reaction SMILES: [Br:1][c:2]1[cH:3][n:4][c:5]([C:8](=[O:9])[OH:10])[n:6][cH:7]1.[F:11][c:12]1[cH:13][cH:14][c:15]([B:18]([OH:19])[OH:20])[cH:16][n:17]1>>[c:2]1(-[c:15]2[cH:14][cH:13][c:12]([F:11])[n:17][cH:16]2)[cH:3][n:4][c:5]([C:8](=[O:9])[OH:10])[n:6][cH:7]1. Starting materials: O=C(O)c1ncc(Br)cn1, OB(O)c1ccc(F)nc1. The product is O=C(O)c1ncc(-c2ccc(F)nc2)cn1. Reactants: C(C)(C)(C)OC(=O)NC1CC2(C1)CCN(CC2)C2=C(C=C1C(C(=CN(C1=N2)C2=C(C=C(C=C2)F)F)C(=O)OCC)=O)F (7- (2-tert-butoxycarbonylamino-7-azaspiro[3.5 ]non-7-yl) 6-fluoro-1-(2,4-difluorophenyl)-1,4-dihydro-4-oxo-1,8-naphthyridine-3-carboxylic acid, ethyl ester), Cl (hydrochloric acid). The product is Cl.NC1CC2(C1)CCN(CC2)C2=C(C=C1C(C(=CN(C1=N2)C2=C(C=C(C=C2)F)F)C(=O)O)=O)F (7-(2-Amino-7-azaspiro[3.5]non-7-yl)-6-fluoro-1(2,4-difluorophenyl)-1,4-dihydro-4-oxo-1,8-naphthyridine-3-carboxylic acid, hydrochloride salt). Isolated yield 58.0%. RXN SMILES: C(OC([NH:8][CH:9]1[CH2:12][C:11]2([CH2:17][CH2:16][N:15]([C:18]3[N:27]=[C:26]4[C:21]([C:22](=[O:41])[C:23]([C:36]([O:38]CC)=[O:37])=[CH:24][N:25]4[C:28]4[CH:33]=[CH:32][C:31]([F:34])=[CH:30][C:29]=4[F:35])=[CH:20][C:19]=3[F:42])[CH2:14][CH2:13]2)[CH2:10]1)=O)(C)(C)C.[ClH:43]>>[ClH:43].[NH2:8][CH:9]1[CH2:12][C:11]2([CH2:17][CH2:16][N:15]([C:18]3[N:27]=[C:26]4[C:21]([C:22](=[O:41])[C:23]([C:36]([OH:38])=[O:37])=[CH:24][N:25]4[C:28]4[CH:33]=[CH:32][C:31]([F:34])=[CH:30][C:29]=4[F:35])=[CH:20][C:19]=3[F:42])[CH2:14][CH2:13]2)[CH2:10]1 |f:2.3|. Procedure details: A solution of 7- (2-tert-butoxycarbonylamino-7-azaspiro[3.5 ]non-7-yl) 6-fluoro-1-(2,4-difluorophenyl)-1,4-dihydro-4-oxo-1,8-naphthyridine-3-carboxylic acid, ethyl ester (399 mg, 0.68 mmol) was hydrolyzed with hydrochloric acid to provide the title product, mp 270° C. (decomp.), 223 mg (0.45 mmol, 58% yield for two steps). Starting materials: E9, ClC1=CC=C(C=N1)OC1=C(C=C(C=C1)CO)F ((4-((6-chloropyridin-3-yl)oxy)-3-fluorophenyl)methanol), ClC=1C=C2N(C(N1)=O)CC(N2C(=O)OC(C)(C)C)(C)C (tert-butyl 7-chloro-2,2-dimethyl-5-oxo-2,3-dihydroimidazo[1,2-c]pyrimidine-1(5H)-carboxylate). Product: ClC1=CC=C(C=N1)OC1=C(C=C(COC=2C=C3N(C(N2)=O)CC(N3)(C)C)C=C1)F (7-((4-((6-chloropyridin-3-yl)oxy)-3-fluorobenzyl)oxy)-2,2-dimethyl-2,3-dihydroimidazo[1,2-c]pyrimidin-5(1H)-one). Reaction SMILES: [Cl:1][C:2]1[N:7]=[CH:6][C:5]([O:8][C:9]2[CH:14]=[CH:13][C:12]([CH2:15][OH:16])=[CH:11][C:10]=2[F:17])=[CH:4][CH:3]=1.Cl[C:19]1[CH:20]=[C:21]2[N:28](C(OC(C)(C)C)=O)[C:27]([CH3:37])([CH3:36])[CH2:26][N:22]2[C:23](=[O:25])[N:24]=1>>[Cl:1][C:2]1[N:7]=[CH:6][C:5]([O:8][C:9]2[CH:14]=[CH:13][C:12]([CH2:15][O:16][C:19]3[CH:20]=[C:21]4[NH:28][C:27]([CH3:37])([CH3:36])[CH2:26][N:22]4[C:23](=[O:25])[N:24]=3)=[CH:11][C:10]=2[F:17])=[CH:4][CH:3]=1. Reported procedure: The title compound was prepared by a procedure similar to that described for E9 starting from (4-((6-chloropyridin-3-yl)oxy)-3-fluorophenyl)methanol and tert-butyl 7-chloro-2,2-dimethyl-5-oxo-2,3-dihydroimidazo[1,2-c]pyrimidine-1(5H)-carboxylate.